This data is from the Open Reaction Database (ORD), a public repository of structured organic reaction records. The task is: describe an organic reaction: reactants, conditions, products, and yield Reported procedure: 8-{4-[2-(5-methoxy-1-benzofuran-3-yl)ethyl]-1-piperazinyl}-6-methoxy-quinoline was prepared by generally following the procedure outlined in example 21, step 6, starting from 2-(5-methoxy-1-benzofuran-3-yl)ethyl iodide (301 mg, 1 mmol) and 6-methoxyl-8-piperazino quinoline (243 mg, 1 mmol). The product was purified by silica-gel column chromatography by eluting it initially with 80% ethyl acetate:hexane and then with 5% methanol:ethyl acetate, yielding a brown oil. Yield: 90 mg, (21%); (M+H): 41... As a reaction SMILES: [CH3:1][O:2][C:3]1[CH:4]=[CH:5][C:6]2[O:10][CH:9]=[C:8]([CH2:11][CH2:12]I)[C:7]=2[CH:14]=1.[O:15]([C:17]1[CH:18]=[C:19]2[C:24](=[C:25]([N:27]3[CH2:32][CH2:31][NH:30][CH2:29][CH2:28]3)[CH:26]=1)[N:23]=[CH:22][CH:21]=[CH:20]2)[CH3:16]>>[CH3:1][O:2][C:3]1[CH:4]=[CH:5][C:6]2[O:10][CH:9]=[C:8]([CH2:11][CH2:12][N:30]3[CH2:31][CH2:32][N:27]([C:25]4[CH:26]=[C:17]([O:15][CH3:16])[CH:18]=[C:19]5[C:24]=4[N:23]=[CH:22][CH:21]=[CH:20]5)[CH2:28][CH2:29]3)[C:7]=2[CH:14]=1. Starting materials: COC=1C=CC2=C(C(=CO2)CCI)C1 (2-(5-methoxy-1-benzofuran-3-yl)ethyl iodide), O(C)C=1C=C2C=CC=NC2=C(C1)N1CCNCC1 (6-methoxyl-8-piperazino quinoline). Yields the product COC=1C=CC2=C(C(=CO2)CCN2CCN(CC2)C=2C=C(C=C3C=CC=NC23)OC)C1 (8-{4-[2-(5-methoxy-1-benzofuran-3-yl)ethyl]-1-piperazinyl}-6-methoxy-quinoline). Reactants: ClCC1=CC=CC(=N1)C#N (6-chloromethyl-2-pyridinecarbonitrile), C1(C=2C(C(N1)=O)=CC=CC2)=O.[K] (potassium phthalimide). The solvent is CN(C=O)C (N,N-dimethylformamide). Conditions: time 4 hour. Yields the product C1(C=2C(C(N1CC1=CC=CC(=N1)C#N)=O)=CC=CC2)=O (6-phthalimidomethyl-2-pyridinecarbonitrile). Yield: 97.1%. Reaction SMILES: Cl[CH2:2][C:3]1[N:8]=[C:7]([C:9]#[N:10])[CH:6]=[CH:5][CH:4]=1.[C:11]1(=[O:21])[NH:15][C:14](=[O:16])[C:13]2=[CH:17][CH:18]=[CH:19][CH:20]=[C:12]12.[K]>CN(C)C=O>[C:11]1(=[O:21])[N:15]([CH2:2][C:3]2[N:8]=[C:7]([C:9]#[N:10])[CH:6]=[CH:5][CH:4]=2)[C:14](=[O:16])[C:13]2=[CH:17][CH:18]=[CH:19][CH:20]=[C:12]12 |f:1.2,^1:21|. Reported procedure: A mixture of 6-chloromethyl-2-pyridinecarbonitrile (2.75 g) and potassium phthalimide (3.35 g) in N,N-dimethylformamide (27.5 ml) was stirred at ambient temperature for 4 hours. After the solvent was evaporated in vacuo, water (50 ml) was added to the residue and the resulting precipitate was collected by filtration to give 6-phthalimidomethyl-2-pyridinecarbonitrile (4.60 g). The reactants are C1(=CC=CC=C1)C=1C(OC2=C(C=CC=C2C1O)O)=O (3-phenyl-4,8-dihydroxy-coumarin), O1CCN(CC1)CCCl (2-morpholino-1-chloroethane). The product is OC=1C=CC=C2C(=C(C(OC12)=O)C1=CC=CC=C1)OCCN1CCOCC1 (8-Hydroxy-4-(2'-morpholinoethoxy)-3-phenyl-coumarin). Isolated yield 60.2%. Reaction SMILES: [C:1]1([C:7]2[C:8](=[O:19])[O:9][C:10]3[C:15]([C:16]=2[OH:17])=[CH:14][CH:13]=[CH:12][C:11]=3[OH:18])[CH:6]=[CH:5][CH:4]=[CH:3][CH:2]=1.[O:20]1[CH2:25][CH2:24][N:23]([CH2:26][CH2:27]Cl)[CH2:22][CH2:21]1>>[OH:18][C:11]1[CH:12]=[CH:13][CH:14]=[C:15]2[C:10]=1[O:9][C:8](=[O:19])[C:7]([C:1]1[CH:2]=[CH:3][CH:4]=[CH:5][CH:6]=1)=[C:16]2[O:17][CH2:27][CH2:26][N:23]1[CH2:24][CH2:25][O:20][CH2:21][CH2:22]1. Procedure details: Prepared as described in Example 30 from 45.9 g. (0.18 mol) of 3-phenyl-4,8-dihydroxy-coumarin and 31.5 g. (0.21 mol) of 2-morpholino-1-chloroethane. After recrystallisation from ethane, 39.8 g. of a white substance are obtained; M.P. 190°-191° C. Yield 60.2% (theoretical yield 66 g.). Starting materials: BrC=1C=C(C=C(C1)Br)NC(=S)N ((3,5-dibromo-phenyl)-thiourea), BrBr (Br2), N (ammonia). Solvent: O (H2O), C(Cl)(Cl)Cl (CHCl3). Conditions: temperature 2.5 celsius, time 15 minute. Yields the product BrC=1C=C(C2=C(N=C(S2)N)C1)Br (5,7-Dibromo-benzothiazol-2-ylamine). Isolated yield 100.4%. As a reaction SMILES: [Br:1][C:2]1[CH:3]=[C:4]([NH:9][C:10]([NH2:12])=[S:11])[CH:5]=[C:6]([Br:8])[CH:7]=1.BrBr.N>C(Cl)(Cl)Cl.O>[Br:1][C:2]1[CH:7]=[C:6]([Br:8])[C:5]2[S:11][C:10]([NH2:12])=[N:9][C:4]=2[CH:3]=1. Procedure: To a solution of (3,5-dibromo-phenyl)-thiourea (35 g, 0.11 mol) in CHCl3 (600 mL) at −55-60° C. was added dropwise a solution of Br2 (40.40 g, 0.25 mol, in 100 ml of CHCl3) over a period of 1 h. The reaction mixture was stirred at −55-60° C. for 15 min followed by refluxing at 70-75° C. for 3 h. The reaction mixture was cooled to room temperature and filtered to get the crude residue that was washed with hexane and diethyl ether. The solid thus obtained was dissolved in H2O, basified with aqueou... The reactants are ClCCOCN1C(NC(C(=C1)C)=O)=O (1-[(2-chloroethoxy)methyl]-5-methyl-2,4(1H,3H)-pyrimidinedione), C(C)(=S)[O-].[K+] (potassium thioacetate). Run in CC(=O)C (acetone). The product is C(C)(SCCOCN1C(NC(C(=C1)C)=O)=O)=O (Ethanethioic acid, S-[2-[[-5-methyl-2,4(1H,3H)-pyrimidinedione-1-yl]methoxy]ethyl] ester). Isolated yield 67.1%. RXN SMILES: Cl[CH2:2][CH2:3][O:4][CH2:5][N:6]1[CH:11]=[C:10]([CH3:12])[C:9](=[O:13])[NH:8][C:7]1=[O:14].[C:15]([O-:18])(=[S:17])[CH3:16].[K+]>CC(C)=O>[C:15](=[O:18])([S:17][CH2:2][CH2:3][O:4][CH2:5][N:6]1[CH:11]=[C:10]([CH3:12])[C:9](=[O:13])[NH:8][C:7]1=[O:14])[CH3:16] |f:1.2|. Reported procedure: 92.0 mg (421 μmol) 1-[(2-chloroethoxy)methyl]-5-methyl-2,4(1H,3H)-pyrimidinedione were suspended in 6 ml acetone and 60.1 mg (526 μmol) potassium thioacetate were added and the reaction mixture was heated to reflux for 6 hours. The suspension was concentrated in vacuo and ethyl acetate was added. The organic layer was washed with water, dried over Na2SO4 and evaporated. The crude product was purified by flash chromatography on silica gel (ethyl acetate/hexane 9:1) to give 73 mg of the desired pr...